Task: describe an organic reaction: reactants, conditions, products, and yield. Dataset: the Open Reaction Database (ORD), a public repository of structured organic reaction records Starting materials: CC1(NC(CCC1)(C)C)C (2,2,6,6-tetramethylpiperidine), [Li]CCCC (BuLi), hexanes, C(C)(C)(C)[Si](Cl)(C)C (t-Butyldimethylchlorosilane), C(C)(=O)OCC (ethyl acetate). Run in C1CCOC1 (THF), C1CCOC1 (THF), hexanes, C1CCOC1 (THF). Reaction conditions: time 15 minute. Yields the product C(C)(C)(C)[Si](C)(C)OC(=C)OCC (T-Butyl(1-Ethoxyvinyloxy)Dimethylsilane). RXN SMILES: CC1(C)CCCC(C)(C)N1.[Li]CCCC.[C:16]([Si:20]([CH3:23])([CH3:22])Cl)([CH3:19])([CH3:18])[CH3:17].[C:24]([O:27][CH2:28][CH3:29])(=[O:26])[CH3:25]>C1COCC1>[C:16]([Si:20]([O:26][C:24]([O:27][CH2:28][CH3:29])=[CH2:25])([CH3:23])[CH3:22])([CH3:19])([CH3:18])[CH3:17]. Reported procedure: To a solution of 2,2,6,6-tetramethylpiperidine (17.34 mL, 102.14 mmol) in THF (63.4 mL) under argon, 2.9 M BuLi in hexanes (34.05 mL, 98.74 mmol) was added dropwise at 0° C. The reaction was stirred for 15 min. and subsequently cooled to −78° C. t-Butyldimethylchlorosilane (TBDMSCl) (16.94 g, 112.36 mmol) in THF (25.4 mL) was added and then a solution of anhydrous ethyl acetate (8.38 mL, 85.12 mmol) in THF (57.2 mL) was slowly added over 1 h. The mixture was stirred for an additional 10 min at −... The reactants are O(CC)CC (OEt2), ClC=1C=C(C=CC1Cl)C1(CNCCC1)CCCOC1CCOCC1 (3-(3,4-Dichlorophenyl)-3-[3-(tetrahydropyran-4-yloxy)-propyl]-piperidine), Cl (HCl). Solvent: CO (MeOH). Conditions: time 30 minute. Product: ClC=1C=C(C=CC1Cl)C1(CNCCC1)CCCO (3-[3-(3,4-Dichlorophenyl)-piperidin-3-yl]-propan-1-ol). Yield: 84.6%. RXN SMILES: Cl.O(CC)CC.[Cl:7][C:8]1[CH:9]=[C:10]([C:15]2([CH2:21][CH2:22][CH2:23][O:24]C3CCOCC3)[CH2:20][CH2:19][CH2:18][NH:17][CH2:16]2)[CH:11]=[CH:12][C:13]=1[Cl:14]>CO>[Cl:7][C:8]1[CH:9]=[C:10]([C:15]2([CH2:21][CH2:22][CH2:23][OH:24])[CH2:20][CH2:19][CH2:18][NH:17][CH2:16]2)[CH:11]=[CH:12][C:13]=1[Cl:14]. Procedure details: A solution of dry HCl.OEt2 was added to a solution of piperidine (7) (20.2 g, 54.36 mmol) in MeOH (200 mL) until pH˜1. The mixture was stirred at room temperature for 30 minutes. Solvent was evaporated, the residue was dissolved in CH2Cl2 (300 mL) and stirred with 1N NaOH (100 mL) for 15 minutes. The solvent was separated, washed with NaHCO3, and dried over MaSO4. The crude oil was purified by flash chromatography (CH2Cl2-MeOH(saturated with NH3)/95:5) to give a white solid (13.25 g, 84.6%). The reactants are C(C1=CC=CC=C1)(=O)C#N (benzoylcyanide), CN1C(=CC=C1)CC(=O)OC (methyl 1-methylpyrrole-2-acetate), ClC(C(=O)O)(Cl)Cl (trichloroacetic acid). The solvent is CCOCC (ether). Yields the product COC(CC=1N(C(=CC1)C(C1=CC=CC=C1)(O)C#N)C)=O (Methyl-5-(cyanohydroxyphenylmethyl)-1-methylpyrrole-2-acetate). RXN SMILES: [C:1]([C:9]#[N:10])(=[O:8])[C:2]1[CH:7]=[CH:6][CH:5]=[CH:4][CH:3]=1.[CH3:11][N:12]1[CH:16]=[CH:15][CH:14]=[C:13]1[CH2:17][C:18]([O:20][CH3:21])=[O:19].ClC(Cl)(Cl)C(O)=O>CCOCC>[CH3:21][O:20][C:18](=[O:19])[CH2:17][C:13]1[N:12]([CH3:11])[C:16]([C:1]([C:9]#[N:10])([OH:8])[C:2]2[CH:7]=[CH:6][CH:5]=[CH:4][CH:3]=2)=[CH:15][CH:14]=1. Procedure: A solution of 6.7 g (0.05 mole) of benzoylcyanide, 7.6 g (0.05 mole) of methyl 1-methylpyrrole-2-acetate and 0.2 g of trichloroacetic acid in 20 ml. of ether was stirred for four days at 25° C. under argon. The solution was cooled to 0° and the solid methyl 5-(cyanohydroxyphenylmethyl)-1-methylpyrrole-2-acetate was collected by filtration; mp 148°-153°, yield, 4.0 g (28 percent). Reactants: O1C=C(C=C1)COC1=C2C=C(NC2=CC=C1)C(=O)O (4-(furan-3-ylmethoxy)-1H-indole-2-carboxylic acid), Cl.Cl.Cl.NC1CCN(CC1)C[C@H](C)N1C[C@@H]([C@H](CC1)O)C ((3S,4S)-1-[(S)-2-(4-Amino-piperidin-1-yl)-1-methyl-ethyl]-3-methyl-piperidin-4-ol tri-hydrochloride). Yields the product O[C@@H]1[C@H](CN(CC1)[C@H](CN1CCC(CC1)NC(=O)C=1NC2=CC=CC(=C2C1)OCC1=COC=C1)C)C (4-(Furan-3-ylmethoxy)-1H-indole-2-carboxylic acid {1-[(S)-2-((3S,4S)-4-hydroxy-3-methyl-piperidin-1-yl)-propyl]-piperidin-4-yl}-amide). RXN SMILES: [O:1]1[CH:5]=[CH:4][C:3]([CH2:6][O:7][C:8]2[CH:16]=[CH:15][CH:14]=[C:13]3[C:9]=2[CH:10]=[C:11]([C:17]([OH:19])=O)[NH:12]3)=[CH:2]1.Cl.Cl.Cl.[NH2:23][CH:24]1[CH2:29][CH2:28][N:27]([CH2:30][C@@H:31]([N:33]2[CH2:38][CH2:37][C@H:36]([OH:39])[C@@H:35]([CH3:40])[CH2:34]2)[CH3:32])[CH2:26][CH2:25]1>>[OH:39][C@H:36]1[CH2:37][CH2:38][N:33]([C@@H:31]([CH3:32])[CH2:30][N:27]2[CH2:26][CH2:25][CH:24]([NH:23][C:17]([C:11]3[NH:12][C:13]4[C:9]([CH:10]=3)=[C:8]([O:7][CH2:6][C:3]3[CH:4]=[CH:5][O:1][CH:2]=3)[CH:16]=[CH:15][CH:14]=4)=[O:19])[CH2:29][CH2:28]2)[CH2:34][C@@H:35]1[CH3:40] |f:1.2.3.4|. Procedure details: This compound is synthesized analogously to example 1 from 4-(furan-3-ylmethoxy)-1H-indole-2-carboxylic acid, 95 (see example 36) and amine 56.